The task is: describe an organic reaction: reactants, conditions, products, and yield. This data is from the Open Reaction Database (ORD), a public repository of structured organic reaction records. Starting materials: C1(C=2C(C(=O)O1)=CC=CC2)=O (phthalic anhydride), ( 1 ), C(CC(=O)O)(=O)O (malonic acid). Solvent: N1=CC=CC=C1 (pyridine). Product: C(C)(=O)C1=C(C(=O)O)C=CC=C1 (o-acetylbenzoic acid). As a reaction SMILES: [C:1]1(=[O:11])[O:6][C:4](=[O:5])[C:3]2=[CH:7][CH:8]=[CH:9][CH:10]=[C:2]12.[C:12](O)(=O)CC(O)=O>N1C=CC=CC=1>[C:4]([C:3]1[CH:7]=[CH:8][CH:9]=[CH:10][C:2]=1[C:1]([OH:6])=[O:11])(=[O:5])[CH3:12]. Procedure details: Heating at 80° to 85° C. of the phthalic anhydride (5) derived from (1) with malonic acid in pyridine affords the o-acetylbenzoic acid (6). ##STR15## Starting materials: FC(S(=O)(=O)OS(=O)(=O)C(F)(F)F)(F)F (Trifluoromethanesulfonic anhydride), ClC1=C(C=CC(=C1)C(C)C)O (2-chloro-4-isopropyl-phenol). Solvent: C(Cl)Cl (DCM), C(Cl)Cl (DCM), N1=CC=CC=C1 (pyridine). Conditions: temperature 5 celsius, time 2 hour. The product is ClC1=C(C=CC(=C1)C(C)C)OS(=O)(=O)C(F)(F)F (Trifluoro-methanesulfonic acid 2-chloro-4-isopropyl-phenyl ester). The yield is 78.5%. RXN SMILES: [F:1][C:2]([F:15])([F:14])[S:3]([O:6]S(C(F)(F)F)(=O)=O)(=[O:5])=[O:4].[Cl:16][C:17]1[CH:22]=[C:21]([CH:23]([CH3:25])[CH3:24])[CH:20]=[CH:19][C:18]=1O>C(Cl)Cl.N1C=CC=CC=1>[Cl:16][C:17]1[CH:22]=[C:21]([CH:23]([CH3:25])[CH3:24])[CH:20]=[CH:19][C:18]=1[O:6][S:3]([C:2]([F:15])([F:14])[F:1])(=[O:5])=[O:4]. Reported procedure: Trifluoromethanesulfonic anhydride (2.14 g, 7.6 mmol) was dissolved in DCM (5 ml) and cooled to 5° C. To this was added 2-chloro-4-isopropyl-phenol (1.23 g, 7.2 mmol), in 10 ml DCM and 1.75 ml pyridine, dropwise. The reaction mixture was stirred at 110° C. for 2 hours. The resultant dark solution was washed with 1M HCl (20 ml), water (20 ml) and saturated aqueous NaHCO3 (20 ml). The DCM extract was dried and concentrated in vacuo to provide the title compound as a dark orange oil (1.71 g, 78%). ... RXN SMILES: [CH3:19][c:20]1[nH:21][c:22]2[cH:23][cH:24][c:25]([NH2:29])[cH:26][c:27]2[cH:28]1.[Cl:1][c:2]1[c:3]2[c:4]([n:5][cH:6][cH:7]1)[cH:8][c:9](-[c:11]1[n:12]([CH2:16][O:17][CH3:18])[cH:13][cH:14][n:15]1)[s:10]2>>[c:2]1([NH:29][c:25]2[cH:24][cH:23][c:22]3[nH:21][c:20]([CH3:19])[cH:28][c:27]3[cH:26]2)[c:3]2[c:4]([n:5][cH:6][cH:7]1)[cH:8][c:9](-[c:11]1[n:12]([CH2:16][O:17][CH3:18])[cH:13][cH:14][n:15]1)[s:10]2. The product is COCn1ccnc1-c1cc2nccc(Nc3ccc4[nH]c(C)cc4c3)c2s1. The reactants are Cc1cc2cc(N)ccc2[nH]1, COCn1ccnc1-c1cc2nccc(Cl)c2s1. Reactants: OC1=C(C(=C(C(=C1)C)CC(=O)O)C)C (4-hydroxy-2,3,6-trimethylphenyl-acetic acid), [H-].[Al+3].[Li+].[H-].[H-].[H-] (lithium aluminum hydride), S(O)(O)(=O)=O (sulfuric acid). The solvent is O1CCCC1 (tetrahydrofuran). Reaction conditions: temperature 40 celsius. The product is OC1=C(C(=C(C(=C1)C)CCO)C)C (2-(4-hydroxy-2,3,6-trimethylphenyl)ethanol). Yield: 99.1%. RXN SMILES: [OH:1][C:2]1[CH:7]=[C:6]([CH3:8])[C:5]([CH2:9][C:10](O)=[O:11])=[C:4]([CH3:13])[C:3]=1[CH3:14].[H-].[Al+3].[Li+].[H-].[H-].[H-].S(=O)(=O)(O)O>O1CCCC1>[OH:1][C:2]1[CH:7]=[C:6]([CH3:8])[C:5]([CH2:9][CH2:10][OH:11])=[C:4]([CH3:13])[C:3]=1[CH3:14] |f:1.2.3.4.5.6|. Procedure details: To a solution of 4-hydroxy-2,3,6-trimethylphenyl-acetic acid (2.5 g) in anhydrous tetrahydrofuran (20 ml) was added lithium aluminum hydride (0.5 g) at 0° C. and the mixture was heated at 40° C. for 3 hours. The mixture was cooled to 0° C. Diluted sulfuric acid was added and the mixture was extracted with ethyl acetate. The organic layer was washed with water and saturated saline and dried with anhydrous magnesium sulfate and the solvent was distilled off under reduced pressure to obtain 2-(4-hy... RXN SMILES: [Cl:1][C:2]1[CH:7]=[CH:6][CH:5]=[CH:4][C:3]=1[N:8]1[C:17](=[O:18])[C:16]2[C:11](=[N:12][C:13](S(C)=O)=[N:14][CH:15]=2)[N:10]2[CH:22]=[CH:23][N:24]=[C:9]12.[N:25]1([CH2:30][C:31]2[CH:37]=[CH:36][C:34]([NH2:35])=[CH:33][CH:32]=2)[CH:29]=[CH:28][N:27]=[CH:26]1>C(OCC)(=O)C>[Cl:1][C:2]1[CH:7]=[CH:6][CH:5]=[CH:4][C:3]=1[N:8]1[C:17](=[O:18])[C:16]2[CH:15]=[N:14][C:13]([NH:35][C:34]3[CH:33]=[CH:32][C:31]([CH2:30][N:25]4[CH:29]=[CH:28][N:27]=[CH:26]4)=[CH:37][CH:36]=3)=[N:12][C:11]=2[N:10]2[CH:22]=[CH:23][N:24]=[C:9]12. Procedure details: A mixture of Example 1E (0.060 g, 0.167 mmol) and 4-((1H-imidazol-1-yl)methyl)aniline (0.046 g, 0.267 mmol) was heated in a capped vial at 100° C. for 1 hour. The reaction mixture was treated with ethyl acetate and washed with saturated aqueous NaHCO3. The organic layer was dried over MgSO4, filtered, and concentrated. The crude material was purified on a 12 g column using the ISCO Companion flash system eluting with methanol/ethyl acetate (5:95 to 10:90) to provide the title compound. 1H NMR (4... Product: ClC1=C(C=CC=C1)N1C=2N(C3=C(C1=O)C=NC(=N3)NC3=CC=C(C=C3)CN3C=NC=C3)C=CN2 (6-(2-chlorophenyl)-2-{[4-(1H-imidazol-1-ylmethyl)phenyl]amino}imidazo[1,2-a]pyrimido[5,4-e]pyrimidin-5(6H)-one). Solvent: C(C)(=O)OCC (ethyl acetate). Starting materials: ClC1=C(C=CC=C1)N1C=2N(C3=NC(=NC=C3C1=O)S(=O)C)C=CN2 (4-(2-Chloro-phenyl)-8-methanesulfinyl-4H-3,4,7,9,9b-pentaaza-cyclopenta[a]naphthalen-5-one), N1(C=NC=C1)CC1=CC=C(N)C=C1 (4-((1H-imidazol-1-yl)methyl)aniline). The reactants are FC(C(=O)[O-])(F)F.[Na+].CN[C@@H](C(C)C)C(=O)N[C@@H](C(C)C)C(=O)N(C)[C@H]([C@@H](CC(=O)N1[C@@H](CCC1)[C@@H]([C@H](C(=O)N[C@H](COCC1=CC=CC=C1)CC1=CC=CC=C1)C)OC)OC)[C@H](CC)C (N-methyl-L-valyl-N-[(3R,4S,5S)-1-{(2S)-2-[(1R,2R)-3-{[(2S)-1-(benzyloxy)-3-phenylpropane-2-yl]amino}-1-methoxy-2-methyl-3-oxopropyl]pyrrolidin-1-yl}-3-methoxy-5-methyl-1-oxoheptan-4-yl]-N-methyl-L-valinamide sodium trifluoroacetate), FC(C(=O)[O-])(F)F.[Na+].CN[C@@H](C(C)C)C(=O)N[C@@H](C(C)C)C(=O)N(C)[C@H]([C@@H](CC(=O)N1[C@@H](CCC1)[C@@H]([C@H](C(=O)N[C@H](COCC1=CC=CC=C1)CC1=CC=CC=C1)C)OC)OC)[C@H](CC)C (N-methyl-L-valyl-N-[(3R,4S,5S)-1-{(2S)-2-[(1R,2R)-3-{[(2S)-1-(benzyloxy)-3-phenylpropane-2-yl]amino}-1-methoxy-2-methyl-3-oxopropyl]pyrrolidin-1-yl}-3-methoxy-5-methyl-1-oxoheptan-4-yl]-N-methyl-L-valinamide sodium trifluoroacetate), aldehyde, solution, C(C)(C)(C)OC(C[C@H]([C@H]([C@H](CC)C)N(C)C([C@@H](NC(=O)OCC1=CC=CC=C1)C(C)C)=O)OC)=O (tert.-butyl-(3R,4S,5S)-4-[{N-[(benzyloxy)carbonyl]-L-valyl}(methyl)amino]-3-methoxy-5-methylheptanoate), Cl (hydrochloric acid), 1-dioxane water, aldehyde, C(#N)[BH3-].[Na+] (sodium cyanoborohydride), Cl (hydrochloric acid), C(#N)[BH3-].[Na+] (sodium cyanoborohydride). Conditions: temperature 100 celsius, time 2 hour. The product is C(=O)(O)CCCN([C@@H](C(C)C)C(=O)N[C@@H](C(C)C)C(=O)N(C)[C@H]([C@@H](CC(=O)N1[C@@H](CCC1)[C@@H]([C@H](C(=O)N[C@H](COCC1=CC=CC=C1)CC1=CC=CC=C1)C)OC)OC)[C@H](CC)C)C (N-(3-carboxypropyl)-N-methyl-L-valyl-N-[(3R,4S,5S)-1-{(2S)-2-[(1R,2R)-3-{[(2S)-1-(benzyloxy)-3-phenylpropane-2-yl]amino}-1-methoxy-2-methyl-3-oxopropyl]pyrrolidin-1-yl}-3-methoxy-5-methyl-1-oxoheptan-4-yl]-N-methyl-L-valinamide). As a reaction SMILES: F[C:2](F)(F)C([O-])=O.[Na+].[CH3:9][NH:10][C@H:11]([C:15]([NH:17][C@H:18]([C:22]([N:24]([C@@H:26]([C@@H:63]([CH3:66])[CH2:64][CH3:65])[C@H:27]([O:61][CH3:62])[CH2:28][C:29]([N:31]1[CH2:35][CH2:34][CH2:33][C@H:32]1[C@H:36]([O:59][CH3:60])[C@@H:37]([CH3:58])[C:38]([NH:40][C@@H:41]([CH2:51][C:52]1[CH:57]=[CH:56][CH:55]=[CH:54][CH:53]=1)[CH2:42][O:43][CH2:44][C:45]1[CH:50]=[CH:49][CH:48]=[CH:47][CH:46]=1)=[O:39])=[O:30])[CH3:25])=[O:23])[CH:19]([CH3:21])[CH3:20])=[O:16])[CH:12]([CH3:14])[CH3:13].C([BH3-])#N.[Na+].Cl.C([O:76][C:77](=[O:106])[CH2:78][C@@H:79](OC)[C@@H](N(C(=O)[C@H](C(C)C)NC(OCC1C=CC=CC=1)=O)C)[C@@H](C)CC)(C)(C)C>>[C:77]([CH2:78][CH2:79][CH2:9][N:10]([CH3:2])[C@H:11]([C:15]([NH:17][C@H:18]([C:22]([N:24]([C@@H:26]([C@@H:63]([CH3:66])[CH2:64][CH3:65])[C@H:27]([O:61][CH3:62])[CH2:28][C:29]([N:31]1[CH2:35][CH2:34][CH2:33][C@H:32]1[C@H:36]([O:59][CH3:60])[C@@H:37]([CH3:58])[C:38]([NH:40][C@@H:41]([CH2:51][C:52]1[CH:53]=[CH:54][CH:55]=[CH:56][CH:57]=1)[CH2:42][O:43][CH2:44][C:45]1[CH:50]=[CH:49][CH:48]=[CH:47][CH:46]=1)=[O:39])=[O:30])[CH3:25])=[O:23])[CH:19]([CH3:20])[CH3:21])=[O:16])[CH:12]([CH3:14])[CH3:13])([OH:106])=[O:76] |f:0.1.2,3.4|. Reported procedure: 24 mg (26 μmol) of N-methyl-L-valyl-N-[(3R,4S,5S)-1-{(2S)-2-[(1R,2R)-3-{[(2S)-1-(benzyloxy)-3-phenylpropane-2-yl]amino}-1-methoxy-2-methyl-3-oxopropyl]pyrrolidin-1-yl}-3-methoxy-5-methyl-1-oxoheptan-4-yl]-N-methyl-L-valinamide sodium trifluoroacetate (intermediate 33) and 33.7 μl of 15% aqueous amber aldehyde acid solution (52 μmol) were dissolved in 953 μl of a 1:1-dioxane/water composition and heated for 1 hour at a temperature of 100° C. After a short cooling period 1.80 mg (29 μmol) of sodiu... The reactants are CCc1oc(-c2ccc(C(F)(F)F)cc2)cc1CO, CCOCC, CCCCCC. Yields the product CCc1oc(-c2ccc(C(F)(F)F)cc2)cc1C=O. RXN SMILES: [CH2:1]([CH3:2])[c:3]1[o:4][c:5](-[c:10]2[cH:11][cH:12][c:13]([C:16]([F:17])([F:18])[F:19])[cH:14][cH:15]2)[cH:6][c:7]1[CH2:8][OH:9].[CH3:20][CH2:21][O:22][CH2:23][CH3:24].[CH3:25][CH2:26][CH2:27][CH2:28][CH2:29][CH3:30]>>[CH2:1]([CH3:2])[c:3]1[o:4][c:5](-[c:10]2[cH:11][cH:12][c:13]([C:16]([F:17])([F:18])[F:19])[cH:14][cH:15]2)[cH:6][c:7]1[CH:8]=[O:9]. Starting materials: [C-]#N.[Na+] (sodium cyanide), ClCC1=CC2=C(C=C1CCNC(C)=O)OCO2 (N-(6-chloromethyl-3,4-methylenedioxyphenethyl) acetamide), O (water). Run in CS(=O)C (DMSO). The product is C(#N)CC1=CC2=C(C=C1CCNC(C)=O)OCO2 (N-(6-Cyanomethyl-3,4-methylenedioxyphenethyl) acetamide). As a reaction SMILES: Cl[CH2:2][C:3]1[C:8]([CH2:9][CH2:10][NH:11][C:12](=[O:14])[CH3:13])=[CH:7][C:6]2[O:15][CH2:16][O:17][C:5]=2[CH:4]=1.[C-:18]#[N:19].[Na+].O>CS(C)=O>[C:18]([CH2:2][C:3]1[C:8]([CH2:9][CH2:10][NH:11][C:12](=[O:14])[CH3:13])=[CH:7][C:6]2[O:15][CH2:16][O:17][C:5]=2[CH:4]=1)#[N:19] |f:1.2|. Procedure: 4.7 g of N-(6-chloromethyl-3,4-methylenedioxyphenethyl) acetamide was dissolved in 10 ml of DMSO and 1.32 g (0.028 mole) of sodium cyanide added to the stirred solution. Within a few minutes, the temperature rose from 25° to 32° C. After 1.5 hrs at ambient temperature the mixture was poured into ice and water. The suspension was extracted with three 50-ml portions of benzene. The benzene layers were washed with saturated brine six times, then with water, the solution dried, and the solvent disti... Yields the product CSCOC(C(C)OC1=CC=C(C=C1)OC1=CC=C(C=C1)C(F)(F)F)=O (2-[p-[(α,α,α-trifluoro-p-tolyl)oxy]phenoxy]-propionic acid [(methylthio)methyl]ester). Conditions: time 8 hour. The reactants are FC(C1=CC=C(C=C1)OC1=CC=C(OC(C(=O)O)C)C=C1)(F)F (2-[p-[(α,α,α-trifluoro-p-tolyl)oxy]phenoxy]-propionic acid), CS(=O)C (dimethyl sulphoxide), C([O-])(O)=O.[Na+] (sodium bicarbonate), C(C)(C)(C)Br (tert.butyl bromide). Procedure: 100 g (0.03 mol) of 2-[p-[(α,α,α-trifluoro-p-tolyl)oxy]phenoxy]-propionic acid and 252 g (3.0 mol) of sodium bicarbonate are suspended in 2.5 liters of dimethyl sulphoxide and thereafter treated slowly with 336.5 ml (3.0 mol) of tert.butyl bromide. The mixture is stirred at room temperature overnight. The mixture, including the separated thick precipitate, is subsequently taken up in 5 liters of ethyl acetate. The ethyl acetate solution is washed twice with 1 liter of water, dried over sodium su... The solvent is C(C)(=O)OCC (ethyl acetate). As a reaction SMILES: [F:1][C:2]([F:23])([F:22])[C:3]1[CH:8]=[CH:7][C:6]([O:9][C:10]2[CH:21]=[CH:20][C:13]([O:14][CH:15]([CH3:19])[C:16]([OH:18])=[O:17])=[CH:12][CH:11]=2)=[CH:5][CH:4]=1.C(=O)(O)[O-].[Na+].C(Br)(C)(C)C.[CH3:34][S:35]([CH3:37])=O>C(OCC)(=O)C>[CH3:34][S:35][CH2:37][O:17][C:16](=[O:18])[CH:15]([O:14][C:13]1[CH:12]=[CH:11][C:10]([O:9][C:6]2[CH:5]=[CH:4][C:3]([C:2]([F:22])([F:23])[F:1])=[CH:8][CH:7]=2)=[CH:21][CH:20]=1)[CH3:19] |f:1.2|. Starting materials: N1=CC=CC=C1 (pyridine), C(C(C)C)(=O)OC(C(C)C)=O (isobutyricanhydride), BrC=1C=NN2C1N=C(C=C2)N2CCN(CC2)C#N (4-(3-bromopyrazolo[1,5-a]pyrimidin-5-yl)piperazine-1-carbonitrile), C([O-])([O-])=O.[Na+].[Na+] (sodium carbonate), Cl.NO (hydroxylamine HCl). The solvent is C1(=CC=CC=C1)C (toluene), C(C)(=O)OCC (ethyl acetate), CN(C)C=O (DMF). Reaction conditions: temperature 80 celsius, time 30 minute. Yields the product BrC=1C=NN2C1N=C(C=C2)N2CCN(CC2)C2=NOC(=N2)C(C)C (3-(4-(3-bromopyrazolo[1,5-a]pyrimidin-5-yl)piperazin-1-yl)-5-isopropyl-1,2,4-oxadiazole). Reaction SMILES: [Br:1][C:2]1[CH:3]=[N:4][N:5]2[CH:10]=[CH:9][C:8]([N:11]3[CH2:16][CH2:15][N:14]([C:17]#[N:18])[CH2:13][CH2:12]3)=[N:7][C:6]=12.C(=O)([O-])[O-].[Na+].[Na+].Cl.NO.[N:28]1C=CC=CC=1.[C:34]([O:39]C(=O)C(C)C)(=O)[CH:35]([CH3:37])[CH3:36]>CN(C=O)C.C(OCC)(=O)C.C1(C)C=CC=CC=1>[Br:1][C:2]1[CH:3]=[N:4][N:5]2[CH:10]=[CH:9][C:8]([N:11]3[CH2:16][CH2:15][N:14]([C:17]4[N:28]=[C:34]([CH:35]([CH3:37])[CH3:36])[O:39][N:18]=4)[CH2:13][CH2:12]3)=[N:7][C:6]=12 |f:1.2.3,4.5|. Procedure details: 4-(3-bromopyrazolo[1,5-a]pyrimidin-5-yl)piperazine-1-carbonitrile (450 mg, 1.46 mmol) in 9 mL DMF and sodium carbonate (155 mg, 1.46 mmol) stirred room temperature 15 minutes, hydroxylamine HCl (203 mg, 2.9 mmol) added and reaction stirred 30 minutes at 80° C. Then 12 mL toluene added and pyridine (474 uL, 5.86 mmol) and isobutyricanhydride (973 uL, 5.86 mmol) added and reaction stirred at 80° C. for 1.5 hours. Reaction cooled to room temperature reduced in vacuo then taken up in ethyl acetate a...